This data is from the Open Reaction Database (ORD), a public repository of structured organic reaction records. The task is: describe an organic reaction: reactants, conditions, products, and yield The solvent is C(Cl)Cl (methylene chloride), C(Cl)Cl (methylene chloride), C(Cl)Cl (methylene chloride). Product: C(C)(=O)SCCC(=O)N1C(C(C2=CC=CC=C12)(C)C)C(=O)N (1-(3-acetylthiopropanoyl)-3,3-dimethylindoline-2-carboxamide). The reactants are C(C)(=O)SCCC(=O)Cl (3-acetylthiopropanoyl chloride), CC1(C(NC2=CC=CC=C12)C(=O)N)C (3,3-dimethylindoline-2-carboxamide), C([O-])([O-])=O.[K+].[K+] (potassium carbonate). Reaction SMILES: [C:1]([S:4][CH2:5][CH2:6][C:7](Cl)=[O:8])(=[O:3])[CH3:2].[CH3:10][C:11]1([CH3:23])[C:19]2[C:14](=[CH:15][CH:16]=[CH:17][CH:18]=2)[NH:13][CH:12]1[C:20]([NH2:22])=[O:21].C(=O)([O-])[O-].[K+].[K+]>C(Cl)Cl>[C:1]([S:4][CH2:5][CH2:6][C:7]([N:13]1[C:14]2[C:19](=[CH:18][CH:17]=[CH:16][CH:15]=2)[C:11]([CH3:10])([CH3:23])[CH:12]1[C:20]([NH2:22])=[O:21])=[O:8])(=[O:3])[CH3:2] |f:2.3.4|. Reported procedure: The solution of 0.052 g of 3-acetylthiopropanoyl chloride in 1 ml of methylene chloride is added slowly to the mixture of 60 mg of 3,3-dimethylindoline-2-carboxamide, 87 mg of potassium carbonate and 9 ml of methylene chloride. The mixture is stirred at room temperature overnight, diluted with methylene chloride and filtered. The filtrate is washed with saturated aqueous sodium bicarbonate, water, 0.5N hydrochloric acid and water, dried, evaporated and the residue crystallized from diethyl ether... Reaction conditions: time 8 hour. The reactants are BrC=1C(=C2C(=NC1)NC=C2)N2CCN(CC2)C([C@@H](CC2=CC=C(C=C2)Cl)NC(OC(C)(C)C)=O)=O ((R)-tert-Butyl 1-(4-(5-bromo-1H-pyrrolo[2,3-b]pyridin-4-yl)piperazin-1-yl)-3-(4-chlorophenyl)-1-oxopropan-2-ylcarbamate), C1(=CC=CC=C1)B(O)O (phenylboronic acid), C(=O)([O-])[O-].[K+].[K+] (K2CO3). The reagents and catalysts are C=1C=CC(=CC1)[P](C=2C=CC=CC2)(C=3C=CC=CC3)[Pd]([P](C=4C=CC=CC4)(C=5C=CC=CC5)C=6C=CC=CC6)([P](C=7C=CC=CC7)(C=8C=CC=CC8)C=9C=CC=CC9)[P](C=1C=CC=CC1)(C=1C=CC=CC1)C=1C=CC=CC1 (Pd(PPh3)4). Reaction conditions: temperature 80 celsius. Yields the product ClC1=CC=C(C=C1)C[C@H](C(N1CCN(CC1)C1=C2C(=NC=C1C1=CC=CC=C1)NC=C2)=O)NC(OC(C)(C)C)=O ((R)-tert-butyl 3-(4-chlorophenyl)-1-oxo-1-(4-(5-phenyl-1H-pyrrolo[2,3-b]pyridin-4-yl)piperazin-1-yl)propan-2-ylcarbamate). Isolated yield 10.0%. Reaction SMILES: Br[C:2]1[C:3]([N:11]2[CH2:16][CH2:15][N:14]([C:17](=[O:35])[C@H:18]([NH:27][C:28](=[O:34])[O:29][C:30]([CH3:33])([CH3:32])[CH3:31])[CH2:19][C:20]3[CH:25]=[CH:24][C:23]([Cl:26])=[CH:22][CH:21]=3)[CH2:13][CH2:12]2)=[C:4]2[CH:10]=[CH:9][NH:8][C:5]2=[N:6][CH:7]=1.[C:36]1(B(O)O)[CH:41]=[CH:40][CH:39]=[CH:38][CH:37]=1.C([O-])([O-])=O.[K+].[K+]>C1C=CC([P]([Pd]([P](C2C=CC=CC=2)(C2C=CC=CC=2)C2C=CC=CC=2)([P](C2C=CC=CC=2)(C2C=CC=CC=2)C2C=CC=CC=2)[P](C2C=CC=CC=2)(C2C=CC=CC=2)C2C=CC=CC=2)(C2C=CC=CC=2)C2C=CC=CC=2)=CC=1>[Cl:26][C:23]1[CH:22]=[CH:21][C:20]([CH2:19][C@@H:18]([NH:27][C:28](=[O:34])[O:29][C:30]([CH3:32])([CH3:31])[CH3:33])[C:17](=[O:35])[N:14]2[CH2:15][CH2:16][N:11]([C:3]3[C:2]([C:36]4[CH:41]=[CH:40][CH:39]=[CH:38][CH:37]=4)=[CH:7][N:6]=[C:5]4[NH:8][CH:9]=[CH:10][C:4]=34)[CH2:12][CH2:13]2)=[CH:25][CH:24]=1 |f:2.3.4,^1:54,56,75,94|. Reported procedure: (R)-tert-Butyl 1-(4-(5-bromo-1H-pyrrolo[2,3-b]pyridin-4-yl)piperazin-1-yl)-3-(4-chlorophenyl)-1-oxopropan-2-ylcarbamate (0.180 g, 0.320 mmol, see Example 1), phenylboronic acid (0.0468 g, 0.384 mmol), Pd(PPh3)4 (0.0185 g, 0.0160 mmol) and 10% K2CO3 (aq., 0.66 mL, 0.47 mmol) were added to an Ar degassed solution of 2:1 toluene:EtOH (3 mL). The reaction was then heated to 80° C. overnight. The reaction was then cooled to room temperature, diluted with water, and extracted with DCM. The organic fra... The reactants are N1(CCCC1)CC#CCN1C(CCC1)=O (1-(4-pyrrolidino-2-butynyl)-2-pyrrolidinone). Reagents/catalysts: palladium-on-strontium carbonate. Solvent: N1=CC=CC=C1 (pyridine). Product: N1(CCCC1)CC=CCN1C(CCC1)=O (N-[4-(1-pyrrolidinyl)-2-butenyl]-pyrrolidinone). As a reaction SMILES: [N:1]1([CH2:6][C:7]#[C:8][CH2:9][N:10]2[CH2:14][CH2:13][CH2:12][C:11]2=[O:15])[CH2:5][CH2:4][CH2:3][CH2:2]1>N1C=CC=CC=1>[N:1]1([CH2:6][CH:7]=[CH:8][CH2:9][N:10]2[CH2:14][CH2:13][CH2:12][C:11]2=[O:15])[CH2:2][CH2:3][CH2:4][CH2:5]1. Reported procedure: A solution containing 24.7 g. (0.12 mole) of 1-(4-pyrrolidino-2-butynyl)-2-pyrrolidinone dissolved in 250 ml. of pyridine was hydrogenated in a bottle-type hydrogenator over 5 g. of 2% palladium-on-strontium carbonate catalyst. When the theoretical quantity of hydrogen was absorbed, the catalyst was removed by filtration and the solvent was removed under reduced pressure. Upon distillation and chromatographic separation, the product, N-[4-(1-pyrrolidinyl)-2-butenyl]-pyrrolidinone, was obtained a... Reactants: CN(C)NC(=O)NC1c2ccccc2Oc2ccccc21, CI, CC(C)=O. The product is C[N+](C)(C)NC(=O)NC1c2ccccc2Oc2ccccc21, [I-]. As a reaction SMILES: [CH3:1][N:2]([NH:3][C:4](=[O:5])[NH:6][CH:7]1[c:8]2[cH:9][cH:10][cH:11][cH:12][c:13]2[O:14][c:15]2[cH:16][cH:17][cH:18][cH:19][c:20]21)[CH3:21].[CH3:22][I:23].[CH3:24][C:25](=[O:26])[CH3:27]>>[CH3:1][N+:2]([NH:3][C:4](=[O:5])[NH:6][CH:7]1[c:8]2[cH:9][cH:10][cH:11][cH:12][c:13]2[O:14][c:15]2[cH:16][cH:17][cH:18][cH:19][c:20]21)([CH3:21])[CH3:22].[I-:23]. The reactants are COCC1=C(C=C(C=C1)C(F)(F)F)[N+](=O)[O-] (1-methoxymethyl-2-nitro-4-trifluoromethylbenzene), [H][H] (hydrogen). Reagents/catalysts: [Pd] (palladium-on-charcoal). Solvent: CO (methanol). Yields the product COCC1=C(C=C(C=C1)C(F)(F)F)N (2-methoxymethyl-5-trifluoromethylphenylamine). Isolated yield 91.7%. RXN SMILES: [CH3:1][O:2][CH2:3][C:4]1[CH:9]=[CH:8][C:7]([C:10]([F:13])([F:12])[F:11])=[CH:6][C:5]=1[N+:14]([O-])=O.[H][H]>CO.[Pd]>[CH3:1][O:2][CH2:3][C:4]1[CH:9]=[CH:8][C:7]([C:10]([F:11])([F:12])[F:13])=[CH:6][C:5]=1[NH2:14]. Procedure details: 0.15 g (0.638 mmol) of 1-methoxymethyl-2-nitro-4-trifluoromethylbenzene is added, at a temperature in the region of 25° C., to a suspension of 0.02 g (0.188 mmol) of 10% palladium-on-charcoal in 20 cm3 of methanol. After hydrogenation for 3 hours in an autoclave under 1 bar of hydrogen, at a temperature in the region of 25° C., the reaction mixture is filtered, the catalyst is rinsed with 3 times 5 cm3 of methanol, and the filtrate is then concentrated to dryness under reduced pressure (2.7 kPa)... Starting materials: B(F)(F)F.CCOCC (boron trifluoride-etherate), C(C)O (ethanol), epoxide, ClC1=C(C=CC(=C1)Cl)C1(CO1)CCC (2-(2,4-dichlorophenyl)-1,2-epoxypentane), C(C)O (ethanol), epoxide, ice water. Product: ClC1=C(C=CC(=C1)Cl)C(CO)(CCC)OCC (2-(2,4-dichlorophenyl)-2-ethoxy-pentan-1-ol). RXN SMILES: [Cl:1][C:2]1[CH:7]=[C:6]([Cl:8])[CH:5]=[CH:4][C:3]=1[C:9]1([CH2:12][CH2:13][CH3:14])[O:11][CH2:10]1.B(F)(F)F.C[CH2:20][O:21]CC.[CH2:24](O)C>>[Cl:1][C:2]1[CH:7]=[C:6]([Cl:8])[CH:5]=[CH:4][C:3]=1[C:9]([O:11][CH2:10][CH3:24])([CH2:12][CH2:13][CH3:14])[CH2:20][OH:21] |f:1.2|. Reported procedure: 27.6 g (120 mmoles) of 2-(2,4-dichlorophenyl)-1,2-epoxypentane are dissolved in 60 ml of ethanol. A solution of 17.4 g (120 mmoles) of boron trifluoride-etherate in 60 ml of ethanol is added dropwise at 0° C., the internal temperature being kept at 0°-5° C. by cooling with ice water. The mixture is then left at +7° C. to react further slowly. As soon as epoxide can no longer be detected by gas chromatography, the reaction mixture is extracted with methylene chloride. The combined extracts are wa... The reactants are CNC (dimethylamine), C(=S)=S (carbon disulfide), C(=S)=S (carbon disulfide). Run at time 49 minute. The product is CN(C(SSC(N(C)C)=S)=S)C (tetramethyl thiuram disulfide). Reaction SMILES: [CH3:1][NH:2][CH3:3].[C:4](=[S:6])=[S:5]>>[CH3:1][N:2]([CH3:4])[C:3](=[S:6])[S:5][S:5][C:4](=[S:6])[N:2]([CH3:3])[CH3:1]. Reported procedure: The work was carried out as in Example 3, but now the rate of addition of carbon disulfide corresponded to the rate at which dimethylamine was released during the reaction. No further carbon disulfide was added after 46 minutes and the reaction had ended after 49 minutes. This method yielded a total of 35.85 g of tetramethyl thiuram disulfide, corresponding to 99.6% of theoretical. The reactants are CC(C)(OC(=O)N[C@@H](CC(=O)O)CC1=C(C=C(C(=C1)F)F)F)C ((3R)-3-[(1,1-dimethylethoxycarbonyl)amino]-4-(2,4,5-trifluorophenyl)butanoic acid), Cl.C(C1=CC=CC=C1)C1NCCC2=C1N=C(N=C2)C(F)(F)F (8-benzyl-2-(trifluoromethyl)-5,6,7,8-tetrahydropyrido[3,4-d]pyrimidine, hydrochloride), C(CCl)Cl (EDC), CN1CCOCC1 (N-methyl morpholine). Run in C(C)#N (acetonitrile). Conditions: time 10 minute. The product is CC(C)(OC(=O)N[C@@H](CC(=O)N1C(C=2N=C(N=CC2CC1)C(F)(F)F)CC1=CC=CC=C1)CC1=C(C=C(C(=C1)F)F)F)C (7-[(3R)-3-[(1,1-Dimethylethoxycarbonyl)amino]-4-(2,4,5-trifluorophenyl)butanoyl]-2-(trifluoromethyl)-8-benzyl-5,6,7,8-tetrahydropyrido[3,4-d]pyrimidine). The yield is 115.4%. Reaction SMILES: [CH3:1][C:2]([CH3:23])([O:4][C:5]([NH:7][C@H:8]([CH2:13][C:14]1[CH:19]=[C:18]([F:20])[C:17]([F:21])=[CH:16][C:15]=1[F:22])[CH2:9][C:10]([OH:12])=O)=[O:6])[CH3:3].Cl.[CH2:25]([CH:32]1[C:37]2[N:38]=[C:39]([C:42]([F:45])([F:44])[F:43])[N:40]=[CH:41][C:36]=2[CH2:35][CH2:34][NH:33]1)[C:26]1[CH:31]=[CH:30][CH:29]=[CH:28][CH:27]=1.C(Cl)CCl.CN1CCOCC1>C(#N)C>[CH3:23][C:2]([CH3:1])([O:4][C:5]([NH:7][C@H:8]([CH2:13][C:14]1[CH:19]=[C:18]([F:20])[C:17]([F:21])=[CH:16][C:15]=1[F:22])[CH2:9][C:10]([N:33]1[CH2:34][CH2:35][C:36]2[CH:41]=[N:40][C:39]([C:42]([F:45])([F:43])[F:44])=[N:38][C:37]=2[CH:32]1[CH2:25][C:26]1[CH:31]=[CH:30][CH:29]=[CH:28][CH:27]=1)=[O:12])=[O:6])[CH3:3] |f:1.2|. Procedure: A mixture of 133 mg (0.40 mmol) of (3R)-3-[(1,1-dimethylethoxycarbonyl)amino]-4-(2,4,5-trifluorophenyl)butanoic acid and 162 mg (0.50 mmol) of 8-benzyl-2-(trifluoromethyl)-5,6,7,8-tetrahydropyrido[3,4-d]pyrimidine, hydrochloride in 1.5 mL of acetonitrile at 0° C. was treated sequentially with 81 mg (0.42 mmol) of EDC and 0.047 mL (0.42 mmol) of N-methyl morpholine. After 10 min, the mixture was warmed to ambient temperature and stirred for 3 h, then partitioned between 10 mL of ethyl acetate and... Starting materials: FC1=CC=C(C=C1)N1CCN(CC1)CCN1C(SC2=C1C=CC(=C2)C(F)(F)F)=NC(C(F)(F)F)=O (3-{2-[4-(4-fluorophenyl)-1-piperazinyl]ethyl}-2-trifluoroacetylimino-6-trifluoromethylbenzothiazoline), aqueous alcoholic solution, C([O-])([O-])=O.[K+].[K+] (potassium carbonate). Run in CO (methanol). Yields the product N=C1SC2=C(N1CCN1CCN(CC1)C1=CC=C(C=C1)F)C=CC(=C2)C(F)(F)F (2-imino-3-{2-[4-(4-fluorophenyl)-1-piperazinyl]ethyl}-6-trifluoromethylbenzothiazoline). Isolated yield 77.1%. RXN SMILES: [F:1][C:2]1[CH:7]=[CH:6][C:5]([N:8]2[CH2:13][CH2:12][N:11]([CH2:14][CH2:15][N:16]3[C:20]4[CH:21]=[CH:22][C:23]([C:25]([F:28])([F:27])[F:26])=[CH:24][C:19]=4[S:18][C:17]3=[N:29]C(=O)C(F)(F)F)[CH2:10][CH2:9]2)=[CH:4][CH:3]=1.C(=O)([O-])[O-].[K+].[K+]>CO>[NH:29]=[C:17]1[N:16]([CH2:15][CH2:14][N:11]2[CH2:10][CH2:9][N:8]([C:5]3[CH:4]=[CH:3][C:2]([F:1])=[CH:7][CH:6]=3)[CH2:13][CH2:12]2)[C:20]2[CH:21]=[CH:22][C:23]([C:25]([F:28])([F:27])[F:26])=[CH:24][C:19]=2[S:18]1 |f:1.2.3|. Procedure details: Using the procedure described in example 19 but starting with 3-{2-[4-(4-fluorophenyl)-1-piperazinyl]ethyl}-2-trifluoroacetylimino-6-trifluoromethylbenzothiazoline (3.5 g), a 7% strength aqueous alcoholic solution (15 cc) of potassium carbonate and methanol (150 cc). 2-imino-3-{2-[4-(4-fluorophenyl)-1-piperazinyl]ethyl}-6-trifluoromethylbenzothiazoline (2.2 g) m.p. 250° C. is obtained. The reactants are [Cl-].[NH4+] (ammonium chloride), C(=CCCCCC)O (Heptenol), [H-].[Na+] (sodium hydride), C(C1=CC=CC=C1)Br (benzyl bromide). The reagents and catalysts are [I-].C(CCC)[N+](CCCC)(CCCC)CCCC (tetrabutylammonium iodide). Solvent: C1CCOC1 (THF). The product is C(C1=CC=CC=C1)C=CCCCCC.CCOCC (Benzylheptene ether). Reaction SMILES: [CH:1]([OH:8])=[CH:2][CH2:3][CH2:4][CH2:5][CH2:6][CH3:7].[H-].[Na+].[CH2:11](Br)[C:12]1[CH:17]=[CH:16][CH:15]=[CH:14][CH:13]=1.[Cl-].[NH4+]>[I-].C([N+](CCCC)(CCCC)CCCC)CCC.C1COCC1>[CH2:1]([CH:11]=[CH:12][CH2:13][CH2:14][CH2:15][CH2:16][CH3:17])[C:2]1[CH:7]=[CH:6][CH:5]=[CH:4][CH:3]=1.[CH3:11][CH2:12][O:8][CH2:1][CH3:2] |f:1.2,4.5,6.7,9.10|. Procedure details: A solution of 6.9 g of the alcohol 3, 1.68 g of sodium hydride, 300 mg of tetrabutylammonium iodide and 5.95 g of benzyl bromide in 250 ml of THF was stirred for 4 hours at 60° C. At the end of this time 100 ml of saturated aqueous ammonium chloride solution was added and the mixture extracted with 200 ml of EtOAc and the organic phase was dried with sodium sulfate. Concentration under vacuum provided the title compound.